Task: describe an organic reaction: reactants, conditions, products, and yield. Dataset: the Open Reaction Database (ORD), a public repository of structured organic reaction records The reactants are C(C)OC(CN(C)CCC1=C(C=C(C=C1)F)[N+](=O)[O-])=O ({[2-(4-Fluoro-2-nitro-phenyl)-ethyl]-methylamino}-acetic acid ethyl ester). Solvent: Br (hydrobromic acid), C(C)#N (acetonitrile). Conditions: temperature 70 celsius, time 8 hour. Product: FC1=CC(=C(C=C1)CCN(C)CC(=O)O)[N+](=O)[O-] ({[2-(4-Fluoro-2-nitro-phenyl)-ethyl]-methyl-amino}-acetic acid). Reaction SMILES: C([O:3][C:4](=[O:20])[CH2:5][N:6]([CH2:8][CH2:9][C:10]1[CH:15]=[CH:14][C:13]([F:16])=[CH:12][C:11]=1[N+:17]([O-:19])=[O:18])[CH3:7])C>Br.C(#N)C>[F:16][C:13]1[CH:14]=[CH:15][C:10]([CH2:9][CH2:8][N:6]([CH2:5][C:4]([OH:20])=[O:3])[CH3:7])=[C:11]([N+:17]([O-:19])=[O:18])[CH:12]=1. Procedure details: {[2-(4-Fluoro-2-nitro-phenyl)-ethyl]-methylamino}-acetic acid ethyl ester (10.0 g, 0.035 mole) dissolved in concentrated hydrobromic acid (48 wt. % in water, 200 mL) was allowed to stir at 70° C. overnight and then reduced to a small volume in vacuo. The residue oil was taken up in acetonitrile and the solution was evaporated in vacuo. This procedure was repeated until the water was removed and a crystalline residue remained. This material was used in the next step without further purification. ...